Dataset: the Open Reaction Database (ORD), a public repository of structured organic reaction records. Task: describe an organic reaction: reactants, conditions, products, and yield The reactants are COC=1C=C2CCCC(C2=CC1)=O (6-Methoxytetralone), [BH4-].[Na+] (sodium borohydride). The solvent is C(C)O (ethanol). Reaction conditions: time 15 hour. The product is COC=1C=C2CCCC(C2=CC1)O (6-methoxy-1,2,3,4-tetrahydronaphthalen-1-ol). Isolated yield 102.3%. Reaction SMILES: [CH3:1][O:2][C:3]1[CH:4]=[C:5]2[C:10](=[CH:11][CH:12]=1)[C:9](=[O:13])[CH2:8][CH2:7][CH2:6]2.[BH4-].[Na+]>C(O)C>[CH3:1][O:2][C:3]1[CH:4]=[C:5]2[C:10](=[CH:11][CH:12]=1)[CH:9]([OH:13])[CH2:8][CH2:7][CH2:6]2 |f:1.2|. Procedure: 6-Methoxytetralone (10 g, 0.057 mol) was mixed with 150 ml of dry ethanol and sodium borohydride (1.2 eq) was added by portions to the stirred mixture. The reaction mixture was left to stir at ambient temperature for 15 h. The reaction mixture was then concentrated by rotary evaporation, mixed with 100 ml of water and heated for 1 h at 45° C.. The resulting mixture was extracted into diethyl ether (3×80 ml). Combined organic extract was dried over Na2SO4 and concentrated by rotary evaporation to...